This data is from the Open Reaction Database (ORD), a public repository of structured organic reaction records. The task is: describe an organic reaction: reactants, conditions, products, and yield Product: OC[C@@H](C)[C@H]1CC[C@H]2[C@@H]3CCC4=C(C(CC[C@]4(C)[C@H]3CC[C@]12C)=O)[N+](=O)[O-] ((20S)-20-hydroxymethyl-4-nitropregn-4-en-3-one). Reaction conditions: time 10 minute. As a reaction SMILES: CC(C)([O-])C.[K+].[OH:7][CH2:8][C@H:9]([C@@H:11]1[C@:28]2([CH3:29])[C@H:14]([C@H:15]3[C@H:25]([CH2:26][CH2:27]2)[C@:23]2([CH3:24])[C:18](=[CH:19][C:20](=[O:30])[CH2:21][CH2:22]2)[CH2:17][CH2:16]3)[CH2:13][CH2:12]1)[CH3:10].C(C(CCCC)C[O:35][N+:36]([O-])=[O:37])C>C(O)(C)(C)C>[OH:7][CH2:8][C@H:9]([C@@H:11]1[C@:28]2([CH3:29])[C@H:14]([C@H:15]3[C@H:25]([CH2:26][CH2:27]2)[C@:23]2([CH3:24])[C:18](=[C:19]([N+:36]([O-:37])=[O:35])[C:20](=[O:30])[CH2:21][CH2:22]2)[CH2:17][CH2:16]3)[CH2:13][CH2:12]1)[CH3:10] |f:0.1|. Solvent: C(C)(C)(C)O (tert-butanol). Starting materials: CC(C)([O-])C.[K+] (Potasium tert-butoxide), OC[C@@H](C)[C@H]1CC[C@H]2[C@@H]3CCC4=CC(CC[C@]4(C)[C@H]3CC[C@]12C)=O ((20S)-20-hydroxymethylpregn-4-en-3-one), C(C)C(CO[N+](=O)[O-])CCCC (2-ethylhexylnitrate). Procedure: Potasium tert-butoxide (7.6 g, 67.8 mM) and (20S)-20-hydroxymethylpregn-4-en-3-one (6.6 g, 20 mM) are combined in tert-butanol and heated at reflux temperature for 120 minutes. 2-ethylhexylnitrate (3.56 ml, 20 mM) is then added in one continuous portion. After 10 minutes, the reaction vessel is cooled to room temperature. The reaction is then quenched with acetic acid (9 ml) and stirred overnight. After diluting with dichloromethane (200 mL), the solids are removed, washed, and combined with the... Reaction SMILES: Br[C:2]1[N:6]=[C:5]([CH:7]=[CH:8][C:9]2[N:19]=[C:12]3[C:13]([CH3:18])=[N:14][CH:15]=[C:16]([CH3:17])[N:11]3[N:10]=2)[N:4]([CH3:20])[N:3]=1.[O-]C1C=CC=CC=1.[Na+].C1(P(C2C=CC=CC=2)C2C3OC4C(=CC=CC=4P(C4C=CC=CC=4)C4C=CC=CC=4)C(C)(C)C=3C=CC=2)C=CC=CC=1.[NH:71]1[CH2:74][CH2:73][CH2:72]1>O1CCOCC1.C1C=CC(/C=C/C(/C=C/C2C=CC=CC=2)=O)=CC=1.C1C=CC(/C=C/C(/C=C/C2C=CC=CC=2)=O)=CC=1.C1C=CC(/C=C/C(/C=C/C2C=CC=CC=2)=O)=CC=1.[Pd].[Pd].C(Cl)(Cl)Cl>[N:71]1([C:2]2[N:6]=[C:5]([CH:7]=[CH:8][C:9]3[N:19]=[C:12]4[C:13]([CH3:18])=[N:14][CH:15]=[C:16]([CH3:17])[N:11]4[N:10]=3)[N:4]([CH3:20])[N:3]=2)[CH2:74][CH2:73][CH2:72]1 |f:1.2,6.7.8.9.10.11|. Reported procedure: A solution of 2-(2-(3-bromo-1-methyl-1H-1,2,4-triazol-5-yl)vinyl)-5,8-dimethyl-[1,2,4]triazolo[1,5-a]pyrazine (28 mg, 83.8 μmol, Eq: 1.00) in dioxane (1 ml) was purged with argon, then sodium phenoxide (14.6 mg, 126 μmol, Eq: 1.5), 4,5-bis(diphenylphosphino)-9,9-dimethylxanthene (xant-phos) (3.88 mg, 6.7 μmol, Eq: 0.08), tris(dibenzylideneacetone)dipalladium chloroform complex/Pd2(dba)3CHCl3 (3.47 mg, 3.35 μmol, Eq: 0.04) and azetidine (9.57 mg, 11.3 μl, 168 μmol, Eq: 2) were added. The vial was... Reagents/catalysts: C=1C=CC(=CC1)/C=C/C(=O)/C=C/C2=CC=CC=C2.C=1C=CC(=CC1)/C=C/C(=O)/C=C/C2=CC=CC=C2.C=1C=CC(=CC1)/C=C/C(=O)/C=C/C2=CC=CC=C2.[Pd].[Pd].C(Cl)(Cl)Cl (tris(dibenzylideneacetone)dipalladium chloroform). The yield is 15.4%. The reactants are [O-]C1=CC=CC=C1.[Na+] (sodium phenoxide), C1(=CC=CC=C1)P(C1=CC=CC=2C(C3=CC=CC(=C3OC12)P(C1=CC=CC=C1)C1=CC=CC=C1)(C)C)C1=CC=CC=C1 (4,5-bis(diphenylphosphino)-9,9-dimethylxanthene), N1CCC1 (azetidine), crude material, BrC1=NN(C(=N1)C=CC1=NN2C(C(=NC=C2C)C)=N1)C (2-(2-(3-bromo-1-methyl-1H-1,2,4-triazol-5-yl)vinyl)-5,8-dimethyl-[1,2,4]triazolo[1,5-a]pyrazine). The solvent is O1CCOCC1 (dioxane). Product: N1(CCC1)C=1N=C(N(N1)C)C=CC1=NN2C(C(=NC=C2C)C)=N1 (2-[2-(5-azetidin-1-yl-2-methyl-2H-[1,2,4]triazol-3-yl)-vinyl]-5,8-dimethyl-[1,2,4]triazolo[1,5-a]pyrazine). The reactants are Br, Br, COc1ccc(CCOS(C)(=O)=O)cc1, CN(C)C=O, [I-], [K+], c1ccc2sc(NC3CCNCC3)nc2c1, [Na+], [Na+], O=C([O-])[O-]. Yields the product COc1ccc(CCN2CCC(Nc3nc4ccccc4s3)CC2)cc1. RXN SMILES: [BrH:16].[BrH:17].[CH3:1][S:2]([O:3][CH2:6][CH2:7][c:8]1[cH:9][cH:10][c:11]([O:14][CH3:15])[cH:12][cH:13]1)(=[O:4])=[O:5].[CH3:42][N:43]([CH3:44])[CH:45]=[O:46].[I-:41].[K+:40].[NH:18]1[CH2:19][CH2:20][CH:21]([NH:24][c:25]2[s:26][c:27]3[c:28]([n:29]2)[cH:30][cH:31][cH:32][cH:33]3)[CH2:22][CH2:23]1.[Na+:34].[Na+:35].[O-:36][C:37](=[O:38])[O-:39]>>[CH2:6]([CH2:7][c:8]1[cH:9][cH:10][c:11]([O:14][CH3:15])[cH:12][cH:13]1)[N:18]1[CH2:19][CH2:20][CH:21]([NH:24][c:25]2[s:26][c:27]3[c:28]([n:29]2)[cH:30][cH:31][cH:32][cH:33]3)[CH2:22][CH2:23]1. Reactants: CCNCCNCCc1[nH]cc(C)c1C(=O)OCC, [Li+], [OH-], O, O=C(O)C(=O)O. Product: CCNCCN1CCc2[nH]cc(C)c2C1=O. RXN SMILES: [CH2:1]([O:3][C:4](=[O:2])[c:6]1[c:7]([CH2:12][CH2:13][NH:14][CH2:15][CH2:16][NH:17][CH2:18][CH3:19])[nH:8][cH:9][c:10]1[CH3:11])[CH3:5].[Li+:22].[OH-:21].[OH2:20].[OH:23][C:24]([C:25](=[O:26])[OH:27])=[O:28]>>[O:3]=[C:4]1[c:6]2[c:7]([nH:8][cH:9][c:10]2[CH3:11])[CH2:12][CH2:13][N:14]1[CH2:15][CH2:16][NH:17][CH2:18][CH3:19]. Starting materials: N[C@@H](CC(N)=O)C(=O)O (asparagine), [N+](=O)([O-])C1=C2C(C(=O)OC2=O)=CC=C1 (3-nitrophthalic anhydride). Run in C(C)(=O)O (acetic acid). Product: [N+](=O)([O-])C1=C2C(N(C(C2=CC=C1)=O)C(C(=O)O)CC(N)=O)=O (2-(4-nitro-1,3-dioxoisoindolin-2-yl)-3-carbamoylpropanoic acid). As a reaction SMILES: [NH2:1][C@H:2]([C:7]([OH:9])=[O:8])[CH2:3][C:4](=[O:6])[NH2:5].[N+:10]([C:13]1[CH:23]=[CH:22][CH:21]=[C:15]2[C:16]([O:18][C:19](=O)[C:14]=12)=[O:17])([O-:12])=[O:11]>C(O)(=O)C>[N+:10]([C:13]1[CH:23]=[CH:22][CH:21]=[C:15]2[C:14]=1[C:19](=[O:18])[N:1]([CH:2]([CH2:3][C:4](=[O:6])[NH2:5])[C:7]([OH:9])=[O:8])[C:16]2=[O:17])([O-:12])=[O:11]. Procedure: A mixture of asparagine (10 mmol) and 3-nitrophthalic anhydride (10 mmol) in 15 ml of acetic acid is heated to reflux. The cooled reaction mixture is concentrated and the residue purified to afford 2-(4-nitro-1,3-dioxoisoindolin-2-yl)-3-carbamoylpropanoic acid. Reactants: COC1=CC=C2CCC(CC2=C1)=O (7-methoxy-2-tetralone), N1CCCC1 (pyrrolidine), C1=CC=CC=C1 (benzene), ClCC#N (Chloroacetonitrile). Run in O (Water), O (water). Reaction conditions: time 8 hour. Product: COC1=CC=C2CCC(C(C2=C1)CC#N)=O (7-Methoxy-2-oxo-1,2,3,4-tetrahydro-1-naphthalene acetonitrile). Reaction SMILES: [CH3:1][O:2][C:3]1[CH:12]=[C:11]2[C:6]([CH2:7][CH2:8][C:9](=[O:13])[CH2:10]2)=[CH:5][CH:4]=1.[NH:14]1CC[CH2:16][CH2:15]1.C1C=CC=CC=1.ClCC#N>O>[CH3:1][O:2][C:3]1[CH:12]=[C:11]2[C:6]([CH2:7][CH2:8][C:9](=[O:13])[CH:10]2[CH2:16][C:15]#[N:14])=[CH:5][CH:4]=1. Procedure: A mixture of 7-methoxy-2-tetralone (472 g., 2.68 mole), pyrrolidine (241 g., 3.40 mole) and benzene (2.5l) was refluxed under nitrogen with water separation (Dean-Stark trap) for 2 hrs. and then distilled for a further 1 hr. (1.2l) of distillate). Chloroacetonitrile (324 g., 4.30 mole) was added during 15 mins. and the mixture was refluxed for 4 hrs. and then left at room temperature overnight. Water (1.5l) was added and the mixture was refluxed for 3 hrs. The organic layer was separated while s... The product is [Si](C)(C)(C(C)(C)C)O[C@@H](CC(=O)OC1=CC=CC=C1)CCCCCCCCCCC (Phenyl(R)-3-t-Butyl-Dimethylsilyloxytetradecanoate). The solvent is ClCCl (dichloromethane). Procedure details: A solution of 2.71 g (R)-3-t-butyldimethylsilyloxytetradecanoic acid (0.0076 moles) in 20 mL dichloromethane was cooled with stirring to 5° C. 0.72 g Phenol (0.0076 moles), then 1.72 g N,N'-dicyclohexylcarbodiimide (0.0084 moles) were added and the resultant mixture was allowed to warm to room temperature and stirred there for about 16 hours. The mixture was filtered through a coarse sintered glass funnel, and the collected solids were washed with about 5 mL dichloromethane. The combined filtrat... RXN SMILES: [Si:1]([O:8][C@H:9]([CH2:14][CH2:15][CH2:16][CH2:17][CH2:18][CH2:19][CH2:20][CH2:21][CH2:22][CH2:23][CH3:24])[CH2:10][C:11]([OH:13])=[O:12])([C:4]([CH3:7])([CH3:6])[CH3:5])([CH3:3])[CH3:2].[C:25]1(O)[CH:30]=[CH:29][CH:28]=[CH:27][CH:26]=1.C1(N=C=NC2CCCCC2)CCCCC1>ClCCl>[Si:1]([O:8][C@H:9]([CH2:14][CH2:15][CH2:16][CH2:17][CH2:18][CH2:19][CH2:20][CH2:21][CH2:22][CH2:23][CH3:24])[CH2:10][C:11]([O:13][C:25]1[CH:30]=[CH:29][CH:28]=[CH:27][CH:26]=1)=[O:12])([C:4]([CH3:7])([CH3:6])[CH3:5])([CH3:2])[CH3:3]. Reaction conditions: temperature 5 celsius. Isolated yield 82.0%. Starting materials: resultant mixture, C1(=CC=CC=C1)O (Phenol), C1(CCCCC1)N=C=NC1CCCCC1 (N,N'-dicyclohexylcarbodiimide), [Si](C)(C)(C(C)(C)C)O[C@@H](CC(=O)O)CCCCCCCCCCC ((R)-3-t-butyldimethylsilyloxytetradecanoic acid).